Dataset: the Open Reaction Database (ORD), a public repository of structured organic reaction records. Task: describe an organic reaction: reactants, conditions, products, and yield The reactants are CC(C)S (2-propanethiol), N1=CC=CC=C1 (pyridine), C(C)P(=S)(Cl)Cl (ethylphosphonothioic dichloride). Solvent: C(C)#N (acetonitrile). Conditions: time 8 hour. Product: C(C)P(=SC(C)C)(Cl)Cl (Ethyl-S-isopropylphosphonothioic Chloride). Isolated yield 90.1%. RXN SMILES: [CH2:1]([P:3]([Cl:6])([Cl:5])=[S:4])[CH3:2].[CH3:7][CH:8](S)[CH3:9].N1C=CC=CC=1>C(#N)C>[CH2:1]([P:3]([Cl:6])([Cl:5])=[SH:4][CH:8]([CH3:9])[CH3:7])[CH3:2]. Reported procedure: To a mixture of 326 g (2.0 moles) ethylphosphonothioic dichloride in 500 ml acetonitrile, a mixture of 152.3 g (2.0 moles) 2-propanethiol and 158.2 g (2.0 moles) pyridine were added over a period of 20 minutes. The reaction mixture was stirred overnight at room temperature and then heated at reflux for four hours, resulting in the formation of solids. The reaction mixture was cooled to room temperature and then filtered. The filtrate was combined with 500 ml hexane, washed twice with 75 ml water... Procedure details: Solid sodium nitrite (1.34 g.) was added in portions to a boiling suspension of 8-amino-6-methyl-2,4-bis(trichloromethyl)benzo[1,3]dioxin (4.7 g.) in a mixture of absolute ethanol (20 ml.), toluene (5 ml.) and concentrated sulphuric acid (1.34 ml.). The mixture was heated under reflux for 3 hours, cooled to ambient temperature and evaporated to dryness under reduced pressure. The oily residue was triturated with petroleum ether (b.p. 60°-80° C.) and filtered, and the solid was crystallised from ... Yields the product CC=1C=CC2=C(C(OC(O2)C(Cl)(Cl)Cl)C(Cl)(Cl)Cl)C1 (6-methyl-2,4-bis(trichloromethyl)benzo[1,3]dioxin). As a reaction SMILES: N([O-])=O.[Na+].N[C:6]1[C:15]2[O:14][CH:13]([C:16]([Cl:19])([Cl:18])[Cl:17])[O:12][CH:11]([C:20]([Cl:23])([Cl:22])[Cl:21])[C:10]=2[CH:9]=[C:8]([CH3:24])[CH:7]=1.C(O)C.S(=O)(=O)(O)O>C1(C)C=CC=CC=1>[CH3:24][C:8]1[CH:7]=[CH:6][C:15]2[O:14][CH:13]([C:16]([Cl:17])([Cl:19])[Cl:18])[O:12][CH:11]([C:20]([Cl:22])([Cl:23])[Cl:21])[C:10]=2[CH:9]=1 |f:0.1|. Starting materials: N(=O)[O-].[Na+] (sodium nitrite), NC1=CC(=CC=2C(OC(OC21)C(Cl)(Cl)Cl)C(Cl)(Cl)Cl)C (8-amino-6-methyl-2,4-bis(trichloromethyl)benzo[1,3]dioxin), C(C)O (ethanol), S(O)(O)(=O)=O (sulphuric acid). The solvent is C1(=CC=CC=C1)C (toluene). Starting materials: Cl (hydrochloric acid), C1(=CC=CC=C1)O (phenol), [H-].[Na+] (sodium hydride), NC1=NC(=C2N=CN(C2=N1)CCC1COC(OC1)(C)C)Cl (2-amino-6-chloro-9-[2-(2,2-dimethyl-1,3-dioxan-5-yl)ethyl]purine), [H][H] (hydrogen), C([O-])(O)=O.[Na+] (sodium bicarbonate). Run in O (water), O1CCOCC1 (dioxan). Run at time 3.5 hour. Yields the product NC1=NC(=C2N=CN(C2=N1)CCC(CO)CO)OC1=CC=CC=C1 (2-amino-9-(4-hydroxy-3-hydroxymethylbut-1-yl)-6-phenoxypurine). Yield: 55.0%. Reaction SMILES: [C:1]1([OH:7])[CH:6]=[CH:5][CH:4]=[CH:3][CH:2]=1.[H-].[Na+].[H][H].[NH2:12][C:13]1[N:21]=[C:20]2[C:16]([N:17]=[CH:18][N:19]2[CH2:22][CH2:23][CH:24]2[CH2:29][O:28]C(C)(C)[O:26][CH2:25]2)=[C:15](Cl)[N:14]=1.Cl.C(=O)(O)[O-].[Na+]>O1CCOCC1.O>[NH2:12][C:13]1[N:21]=[C:20]2[C:16]([N:17]=[CH:18][N:19]2[CH2:22][CH2:23][CH:24]([CH2:29][OH:28])[CH2:25][OH:26])=[C:15]([O:7][C:1]2[CH:6]=[CH:5][CH:4]=[CH:3][CH:2]=2)[N:14]=1 |f:1.2,6.7|. Reported procedure: To a solution of phenol (113 mg, 1.2 mmol) in dry dioxan (2.5 ml) was added sodium hydride (60% dispersion in oil; 48 mg, 1.2 mmol). After evolution of hydrogen ceased, 2-amino-6-chloro-9-[2-(2,2-dimethyl-1,3-dioxan-5-yl)ethyl]purine (0.25 g, 0.8 mmol) was added and the mixture was stirred at 75° for 3.5 hours. After cooling, water (0.8 ml) and hydrochloric acid (5M, 0.2 ml) were added and the solution was stirred for 30 minutes at room temperature. The solution was neutralised by addition of aq... The reactants are CC#N, O=C1c2c(I)cc(Cl)cc2CN1Cc1ccc(Oc2ccccc2)cc1, [Cu]I, N#C[Na], c1ccc(P(c2ccccc2)(c2ccccc2)[Pd](P(c2ccccc2)(c2ccccc2)c2ccccc2)(P(c2ccccc2)(c2ccccc2)c2ccccc2)P(c2ccccc2)(c2ccccc2)c2ccccc2)cc1. Product: N#Cc1cc(Cl)cc2c1C(=O)N(Cc1ccc(Oc3ccccc3)cc1)C2. As a reaction SMILES: [CH3:30][C:31]#[N:32].[Cl:1][c:2]1[cH:3][c:4]2[c:8]([c:9]([I:11])[cH:10]1)[C:7](=[O:12])[N:6]([CH2:13][c:14]1[cH:15][cH:16][c:17]([O:20][c:21]3[cH:22][cH:23][cH:24][cH:25][cH:26]3)[cH:18][cH:19]1)[CH2:5]2.[Cu:110][I:111].[Na:27][C:28]#[N:29].[cH:33]1[cH:34][cH:35][c:36]([P:37]([Pd:38]([P:39]([c:40]2[cH:41][cH:42][cH:43][cH:44][cH:45]2)([c:46]2[cH:47][cH:48][cH:49][cH:50][cH:51]2)[c:52]2[cH:53][cH:54][cH:55][cH:56][cH:57]2)([P:58]([c:59]2[cH:60][cH:61][cH:62][cH:63][cH:64]2)([c:65]2[cH:66][cH:67][cH:68][cH:69][cH:70]2)[c:71]2[cH:72][cH:73][cH:74][cH:75][cH:76]2)[P:77]([c:78]2[cH:79][cH:80][cH:81][cH:82][cH:83]2)([c:84]2[cH:85][cH:86][cH:87][cH:88][cH:89]2)[c:90]2[cH:91][cH:92][cH:93][cH:94][cH:95]2)([c:96]2[cH:97][cH:98][cH:99][cH:100][cH:101]2)[c:102]2[cH:103][cH:104][cH:105][cH:106][cH:107]2)[cH:108][cH:109]1>>[Cl:1][c:2]1[cH:3][c:4]2[c:8]([c:9]([C:28]#[N:29])[cH:10]1)[C:7](=[O:12])[N:6]([CH2:13][c:14]1[cH:15][cH:16][c:17]([O:20][c:21]3[cH:22][cH:23][cH:24][cH:25][cH:26]3)[cH:18][cH:19]1)[CH2:5]2. Starting materials: C(C)(C)(C)OC(=O)N[C@@H]1C(N(CCCC1)CC(=O)OC)=O ((S)-methyl 2-(3-(tert-butoxycarbonylamino)-2-oxoazepan-1-yl)acetate), Cl (HCl). The solvent is O1CCOCC1 (dioxane). Run at time 2 hour. The product is N[C@@H]1C(N(CCCC1)CC(=O)OC)=O ((S)-methyl 2-(3-amino-2-oxoazepan-1-yl)acetate). Isolated yield 90.0%. As a reaction SMILES: C(OC([NH:8][C@H:9]1[CH2:15][CH2:14][CH2:13][CH2:12][N:11]([CH2:16][C:17]([O:19][CH3:20])=[O:18])[C:10]1=[O:21])=O)(C)(C)C.Cl>O1CCOCC1>[NH2:8][C@H:9]1[CH2:15][CH2:14][CH2:13][CH2:12][N:11]([CH2:16][C:17]([O:19][CH3:20])=[O:18])[C:10]1=[O:21]. Procedure: To a round bottom flask was added (S)-methyl 2-(3-(tert-butoxycarbonylamino)-2-oxoazepan-1-yl)acetate (30 mg, 0.10 mmol) and a solution of 4 N HCl in dioxane (1 mL). The reaction was stirred at rt for 2 hr. The reaction was concentrated to give (S)-methyl 2-(3-amino-2-oxoazepan-1-yl)acetate (18 mg, 0.090 mmol, 90% yield) as a white solid. RXN SMILES: [Cl:1][CH2:2][C:3](=[O:4])[N:5]=[C:6]=[O:7].[O:8]([c:9]1[cH:10][cH:11][cH:12][cH:13][cH:14]1)[CH2:15][CH2:16][OH:17].[cH:18]1[cH:19][cH:20][cH:21][cH:22][cH:23]1>>[Cl:1][CH2:2][C:3](=[O:4])[NH:5][C:6](=[O:7])[O:17][CH2:16][CH2:15][O:8][c:9]1[cH:10][cH:11][cH:12][cH:13][cH:14]1. The product is O=C(CCl)NC(=O)OCCOc1ccccc1. Reactants: O=C=NC(=O)CCl, OCCOc1ccccc1, c1ccccc1. Starting materials: COc1cc(C)cc(C)c1, O=S(=O)(O)Cl, ClCCl. Product: COc1cc(C)c(S(=O)(=O)Cl)c(C)c1. RXN SMILES: [CH3:1][c:2]1[cH:3][c:4]([O:9][CH3:10])[cH:5][c:6]([CH3:8])[cH:7]1.[Cl:11][S:12](=[O:13])(=[O:14])[OH:15].[Cl:16][CH2:17][Cl:18]>>[CH3:1][c:2]1[cH:3][c:4]([O:9][CH3:10])[cH:5][c:6]([CH3:8])[c:7]1[S:12]([Cl:11])(=[O:13])=[O:14]. RXN SMILES: [CH3:1][O:2][C:3]1[CH:10]=[CH:9][C:6]([CH:7]=[O:8])=[C:5]([O:11][CH2:12][CH:13]2[CH2:18][CH:17]([O:19][CH2:20][CH2:21][CH2:22][CH2:23][CH2:24][CH2:25][CH2:26][CH2:27][CH2:28][CH2:29][CH2:30][CH2:31][CH2:32][CH2:33][CH2:34][CH2:35][CH2:36][CH3:37])[CH:16]([O:38][CH2:39][CH2:40][CH2:41][CH2:42][CH2:43][CH2:44][CH2:45][CH2:46][CH2:47][CH2:48][CH2:49][CH2:50][CH2:51][CH2:52][CH2:53][CH2:54][CH2:55][CH3:56])[CH:15]([O:57][CH2:58][CH2:59][CH2:60][CH2:61][CH2:62][CH2:63][CH2:64][CH2:65][CH2:66][CH2:67][CH2:68][CH2:69][CH2:70][CH2:71][CH2:72][CH2:73][CH2:74][CH3:75])[CH2:14]2)[CH:4]=1.[BH4-].[Na+].Cl>C1COCC1.CO>[CH3:1][O:2][C:3]1[CH:10]=[CH:9][C:6]([CH2:7][OH:8])=[C:5]([O:11][CH2:12][CH:13]2[CH2:18][CH:17]([O:19][CH2:20][CH2:21][CH2:22][CH2:23][CH2:24][CH2:25][CH2:26][CH2:27][CH2:28][CH2:29][CH2:30][CH2:31][CH2:32][CH2:33][CH2:34][CH2:35][CH2:36][CH3:37])[CH:16]([O:38][CH2:39][CH2:40][CH2:41][CH2:42][CH2:43][CH2:44][CH2:45][CH2:46][CH2:47][CH2:48][CH2:49][CH2:50][CH2:51][CH2:52][CH2:53][CH2:54][CH2:55][CH3:56])[CH:15]([O:57][CH2:58][CH2:59][CH2:60][CH2:61][CH2:62][CH2:63][CH2:64][CH2:65][CH2:66][CH2:67][CH2:68][CH2:69][CH2:70][CH2:71][CH2:72][CH2:73][CH2:74][CH3:75])[CH2:14]2)[CH:4]=1 |f:1.2,4.5|. The yield is 97.0%. Reported procedure: 4-Methoxy-2-(3′,4′,5′-tris(octadecyloxy)cyclohexylmethyloxy)benzaldehyde (73.56 g, 69.8 mmol) was dissolved in THF-methanol (1100 ml+55 ml), and sodium borohydride (3.17 g, 83.8 mmol) was added at 0° C. After stirring the mixture at room temperature for 1.5 hr, 0.2N hydrochloric acid (150 ml) was added at 0° C. to quench the reaction. The solvent was evaporated to about half, and the residue was dissolved in chloroform (1400 ml), washed twice with 0.1N hydrochloric acid (700 ml), and twice with ... Run in C1CCOC1.CO (THF methanol). Yields the product COC1=CC(=C(CO)C=C1)OCC1CC(C(C(C1)OCCCCCCCCCCCCCCCCCC)OCCCCCCCCCCCCCCCCCC)OCCCCCCCCCCCCCCCCCC (4-methoxy-2-(3′,4′,5′-tris(octadecyloxy)cyclohexylmethyloxy)benzyl alcohol). Run at time 1.5 hour. The reactants are [BH4-].[Na+] (sodium borohydride), COC1=CC(=C(C=O)C=C1)OCC1CC(C(C(C1)OCCCCCCCCCCCCCCCCCC)OCCCCCCCCCCCCCCCCCC)OCCCCCCCCCCCCCCCCCC (4-Methoxy-2-(3′,4′,5′-tris(octadecyloxy)cyclohexylmethyloxy)benzaldehyde), Cl (hydrochloric acid).